This data is from the Open Reaction Database (ORD), a public repository of structured organic reaction records. The task is: describe an organic reaction: reactants, conditions, products, and yield Conditions: time 1 hour. The yield is 15.4%. The solvent is C1CCOC1 (THF). Procedure: Diisopropylethylamine (0.09 ml, 0.5 mmol) was added in one portion to a stirred solution of 4-(4-Amino-benzenesulfonyl)-piperidine-1-carboxylic acid tert-butyl ester (0.11 g, 0.33 mmol) in THF (3 ml) at room temperature. To this mixture was added acryloyl chloride (0.03 ml, 0.5 mmol) in one portion and the mixture was stirred at room temperature under a nitrogen atmosphere for 1 hour. After this time, the mixture was concentrated under vacuum and the resulting residue was purified by column chro... RXN SMILES: C(N(C(C)C)CC)(C)C.[C:10]([O:14][C:15]([N:17]1[CH2:22][CH2:21][CH:20]([S:23]([C:26]2[CH:31]=[CH:30][C:29]([NH2:32])=[CH:28][CH:27]=2)(=[O:25])=[O:24])[CH2:19][CH2:18]1)=[O:16])([CH3:13])([CH3:12])[CH3:11].[C:33](Cl)(=[O:36])[CH:34]=[CH2:35]>C1COCC1>[C:10]([O:14][C:15]([N:17]1[CH2:22][CH2:21][CH:20]([S:23]([C:26]2[CH:31]=[CH:30][C:29]([NH:32][C:33](=[O:36])[CH:34]=[CH2:35])=[CH:28][CH:27]=2)(=[O:25])=[O:24])[CH2:19][CH2:18]1)=[O:16])([CH3:13])([CH3:11])[CH3:12]. Product: C(C)(C)(C)OC(=O)N1CCC(CC1)S(=O)(=O)C1=CC=C(C=C1)NC(C=C)=O (4-(4-Acryloylamino-benzenesulfonyl)-piperidine-1-carboxylic acid tert-butyl ester). The reactants are C(C)(C)N(CC)C(C)C (Diisopropylethylamine), C(C)(C)(C)OC(=O)N1CCC(CC1)S(=O)(=O)C1=CC=C(C=C1)N (4-(4-Amino-benzenesulfonyl)-piperidine-1-carboxylic acid tert-butyl ester), C(C=C)(=O)Cl (acryloyl chloride). The reactants are C(C)C1(C2=C(NC(O1)=O)C=CC(=C2)I)CC (4,4-diethyl-6-iodo-1,4-dihydrobenzo[d][1,3]oxazin-2-one), ClC=1C=C(C=CC1)B(O)O (3-chlorophenyl boronic acid). The product is ClC=1C=C(C=CC1)N1C(OC(C2=C1C=CC=C2)(CC)CC)=O ((3-Chlorophenyl)-4,4-diethyl-1,4-dihydrobenzo[d][1,3]oxazin-2-one). As a reaction SMILES: [CH2:1]([C:3]1([CH2:15][CH3:16])[O:8][C:7](=[O:9])[NH:6][C:5]2[CH:10]=[CH:11][C:12](I)=[CH:13][C:4]1=2)[CH3:2].[Cl:17][C:18]1[CH:19]=[C:20](B(O)O)[CH:21]=[CH:22][CH:23]=1>>[Cl:17][C:18]1[CH:23]=[C:22]([N:6]2[C:5]3[CH:10]=[CH:11][CH:12]=[CH:13][C:4]=3[C:3]([CH2:15][CH3:16])([CH2:1][CH3:2])[O:8][C:7]2=[O:9])[CH:21]=[CH:20][CH:19]=1. Procedure: Prepared from 4,4-diethyl-6-iodo-1,4-dihydrobenzo[d][1,3]oxazin-2-one and 3-chlorophenyl boronic acid according to Procedure A. White solid: mp 150-151° C. 1H-NMR (CDCl3) δ8.52 (s, 1H, D2O exchangeable), 7.50 (s, 1H), 7.31-7.44 (m, 4H), 7.16 (d, 1H, J=1.5 Hz), 6.89 (d, 1H, J=8.2 Hz), 2.03 (m, 4H), 0.94 (t, 6H, J=7.4 Hz); MS (EI) m/z 315(M+, 53%). Anal. Calc. For C18H18ClNO2: C, 68.46, H, 5.75, N, 4,44. Found: C, 68.16, H, 5.81, N, 4.32. Starting materials: NC1=C(C=C(C=C1)C1=CN=C(S1)C1(CCN(CC1)CC)O)F (4-(5-(4-amino-3-fluorophenyl)thiazol-2-yl)-1-ethylpiperidin-4-ol), FC1=C(C=C(C=C1)C(F)(F)F)N=C=O (2-fluoro-5-trifluoromethylphenylisocyanate). Run in O1CCCC1 (tetrahydrofuran). Reaction conditions: time 1 hour. The product is C(C)N1CCC(CC1)(O)C=1SC(=CN1)C1=CC(=C(C=C1)NC(=O)NC1=C(C=CC(=C1)C(F)(F)F)F)F (N-{4-[2-(1-ethyl-4-hydroxypiperidin-4-yl)-1,3-thiazol-5-yl]-2-fluorophenyl}-N′-[2-fluoro-5-(trifluoromethyl)phenyl]urea). Reaction SMILES: [NH2:1][C:2]1[CH:7]=[CH:6][C:5]([C:8]2[S:12][C:11]([C:13]3([OH:21])[CH2:18][CH2:17][N:16]([CH2:19][CH3:20])[CH2:15][CH2:14]3)=[N:10][CH:9]=2)=[CH:4][C:3]=1[F:22].[F:23][C:24]1[CH:29]=[CH:28][C:27]([C:30]([F:33])([F:32])[F:31])=[CH:26][C:25]=1[N:34]=[C:35]=[O:36]>O1CCCC1>[CH2:19]([N:16]1[CH2:17][CH2:18][C:13]([C:11]2[S:12][C:8]([C:5]3[CH:6]=[CH:7][C:2]([NH:1][C:35]([NH:34][C:25]4[CH:26]=[C:27]([C:30]([F:31])([F:33])[F:32])[CH:28]=[CH:29][C:24]=4[F:23])=[O:36])=[C:3]([F:22])[CH:4]=3)=[CH:9][N:10]=2)([OH:21])[CH2:14][CH2:15]1)[CH3:20]. Procedure details: To an ambient solution of Example 8B (0.02 g, 0.062 mmol) in tetrahydrofuran (1 mL) was added 2-fluoro-5-trifluoromethylphenylisocyanate (0.010 g, 0.065 mmol). After 1 h, the mixture was concentrated under reduced pressure. The residue was purified by RP-HPLC (preparative reversed-phase high pressure liquid chromatography) using a Zorbax SB-C18 7M 21.2×250 mm column with UV detection analyzed at 220 and 254 nM (preparative method: water with 0.1% trifluoroacetic acid and CH3CN with 0.1% trifluor... The reactants are CCCCCC, CCOC(=O)NCCCl, [H-], [Na+], CN(C)C=O, O, O=[N+]([O-])c1ccc(O)cc1. The product is CCOC(=O)NCCOc1ccc([N+](=O)[O-])cc1. Reaction SMILES: [CH3:23][CH2:24][CH2:25][CH2:26][CH2:27][CH3:28].[Cl:13][CH2:14][CH2:15][NH:16][C:17]([O:18][CH2:19][CH3:20])=[O:21].[H-:1].[Na+:2].[O:29]=[CH:30][N:31]([CH3:32])[CH3:33].[OH2:22].[OH:3][c:4]1[cH:5][cH:6][c:7]([N+:10]([O-:11])=[O:12])[cH:8][cH:9]1>>[O:3]([c:4]1[cH:5][cH:6][c:7]([N+:10]([O-:11])=[O:12])[cH:8][cH:9]1)[CH2:14][CH2:15][NH:16][C:17]([O:18][CH2:19][CH3:20])=[O:21]. The solvent is C(COCCO)O (diethylene glycol). Yield: 69.3%. RXN SMILES: [NH:1]1[CH:5]=[CH:4][CH:3]=[C:2]1[C:6]([CH:8]1[CH2:13][CH2:12][CH2:11][CH2:10][CH2:9]1)=O.O.NN>C(O)COCCO>[CH:8]1([CH2:6][C:2]2[NH:1][CH:5]=[CH:4][CH:3]=2)[CH2:9][CH2:10][CH2:11][CH2:12][CH2:13]1 |f:1.2|. The reactants are N1C(=CC=C1)C(=O)C1CCCCC1 (cyclohexyl pyrrol-2-yl ketone), O.NN (hydrazine hydrate). The product is C1(CCCCC1)CC=1NC=CC1 (2-cyclohexylmethylpyrrole). Procedure details: A mixture of cyclohexyl pyrrol-2-yl ketone (17.7 g.) and 99% hydrazine hydrate (6.0 ml.) was heated under reflux in diethylene glycol (70 ml.) for 1.5 hours. The excess hydrazine hydrate and water were distilled off and the mixture was cooled. Potassium hydroxide (12.0 g.) was added portionwise and the mixture was then heated under reflux for 4 hours, cooled and poured into water (500 ml.). The mixture was extracted with ether (3×100 ml.) and the combined etheral extracts were washed with water ... The reactants are C(C)O (ethanol), NC=1C(=C(C=CC1F)N1C=C(C(C2=CC(=C(N=C12)N1C[C@H](CC1)N)F)=O)C(=O)O)F (1-(3-amino-2,4-difluorophenyl)-7-[(3S)-3-aminopyrrolidin-1-yl]-6-fluoro-4-oxo-1,4-dihydro-1,8-naphthyridine-3-carboxylic acid), C(=O)O (formic acid), C(C)O (ethanol). Conditions: time 1 minute. The product is C(C)(C)OC(C)C (diisopropyl ether), C(=O)O.NC=1C(=C(C=CC1F)N1C=C(C(C2=CC(=C(N=C12)N1C[C@H](CC1)N)F)=O)C(=O)O)F (1-(3-amino-2,4-difluorophenyl)-7-[(3S)-3-aminopyrrolidin-1-yl]-6-fluoro-4-oxo-1,4-dihydro-1,8-naphthyridine-3-carboxylic acid formic acid salt). Reaction SMILES: [NH2:1][C:2]1[C:3]([F:30])=[C:4]([N:9]2[C:18]3[C:13](=[CH:14][C:15]([F:25])=[C:16]([N:19]4[CH2:23][CH2:22][C@H:21]([NH2:24])[CH2:20]4)[N:17]=3)[C:12](=[O:26])[C:11]([C:27]([OH:29])=[O:28])=[CH:10]2)[CH:5]=[CH:6][C:7]=1[F:8].[CH:31](O)=O.[CH2:34](O)[CH3:35]>>[CH:34]([O:26][CH:12]([CH3:11])[CH3:13])([CH3:35])[CH3:31].[CH:27]([OH:29])=[O:28].[NH2:1][C:2]1[C:3]([F:30])=[C:4]([N:9]2[C:18]3[C:13](=[CH:14][C:15]([F:25])=[C:16]([N:19]4[CH2:23][CH2:22][C@H:21]([NH2:24])[CH2:20]4)[N:17]=3)[C:12](=[O:26])[C:11]([C:27]([OH:29])=[O:28])=[CH:10]2)[CH:5]=[CH:6][C:7]=1[F:8] |f:4.5|. Procedure: A mixture of 200 mg of 1-(3-amino-2,4-difluorophenyl)-7-[(3S)-3-aminopyrrolidin-1-yl]-6-fluoro-4-oxo-1,4-dihydro-1,8-naphthyridine-3-carboxylic acid and 200 mg of formic acid was stirred for about one minute, combined with 200 mg of ethanol and stirred at 90° C. for one minute. The solution was combined with 2 ml of ethanol, stirred at the same temperature for a further 2 minutes, and allowed to stand. The precipitate was collected by filtration and washed with ethanol and then with diisopropyl ...